From a dataset of the Open Reaction Database (ORD), a public repository of structured organic reaction records. describe an organic reaction: reactants, conditions, products, and yield The reactants are CC1=NN(C(=C1)C)C(=O)C1C2=CC=CC=C2OC=2C=CC=CC12 ((3,5-dimethylpyrazol-1-yl)-(9H-xanthen-9-yl)-methanone), FC(C1=NN=C(O1)N)(F)F (5-trifluoromethyl-[1,3,4]oxadiazol-2-ylamine). Yields the product FC(C1=NN=C(O1)NC(=O)C1C2=CC=CC=C2OC=2C=CC=CC12)(F)F (9H-Xanthene-9carboxylic acid (5-trifluoromethyl-[1,3,4]oxadiazol-2-yl)-amide). Reaction SMILES: CC1C=C(C)N([C:8]([CH:10]2[C:23]3[CH:22]=[CH:21][CH:20]=[CH:19][C:18]=3[O:17][C:16]3[C:11]2=[CH:12][CH:13]=[CH:14][CH:15]=3)=[O:9])N=1.[F:24][C:25]([F:33])([F:32])[C:26]1[O:30][C:29]([NH2:31])=[N:28][N:27]=1>>[F:24][C:25]([F:33])([F:32])[C:26]1[O:30][C:29]([NH:31][C:8]([CH:10]2[C:11]3[CH:12]=[CH:13][CH:14]=[CH:15][C:16]=3[O:17][C:18]3[C:23]2=[CH:22][CH:21]=[CH:20][CH:19]=3)=[O:9])=[N:28][N:27]=1. Procedure details: The title compound, white solid, m.p. 220-223° C.(decomp.), and MS: m/e=362.2 (M+H+) was prepared in accordance with the general method of example 48a from (3,5-dimethylpyrazol-1-yl)-(9H-xanthen-9-yl)-methanone and 5-trifluoromethyl-[1,3,4]oxadiazol-2-ylamine [U.S. Pat. No. 2,883,391]. The reactants are ClCCl (dichloromethane), BrC1=CC(=C(C=C1)F)[N+](=O)[O-] (4-bromo-1-fluoro-2-nitrobenzene), FC1=C(C#N)C=C(C=C1)[N+](=O)[O-] (2-fluoro-5-nitrobenzonitrile), NCCC1=CNC2=CC=CC=C12 (tryptamine). Run in C(C)O (ethanol), C(C)OCC (diethyl ether). Product: C(#N)C1=C(C=CC(=C1)[N+](=O)[O-])NCCC1=CNC2=CC=CC=C12 (N-(2-cyano-4-nitrophenyl)-tryptamine). The yield is 40.0%. RXN SMILES: [NH2:1][CH2:2][CH2:3][C:4]1[C:12]2[C:7](=[CH:8][CH:9]=[CH:10][CH:11]=2)[NH:6][CH:5]=1.BrC1C=CC(F)=C([N+]([O-])=O)C=1.F[C:25]1[CH:32]=[CH:31][C:30]([N+:33]([O-:35])=[O:34])=[CH:29][C:26]=1[C:27]#[N:28].ClCCl>C(O)C.C(OCC)C>[C:27]([C:26]1[CH:29]=[C:30]([N+:33]([O-:35])=[O:34])[CH:31]=[CH:32][C:25]=1[NH:1][CH2:2][CH2:3][C:4]1[C:12]2[C:7](=[CH:8][CH:9]=[CH:10][CH:11]=2)[NH:6][CH:5]=1)#[N:28]. Procedure details: 2×500 mg (2×1 equiv) of tryptamine were dissolved under an argon atmosphere in 2×2 ml of absolute ethanol in three different flasks of a Carousel parallel synthesizer. 4-bromo-1-fluoro-2-nitrobenzene (690 mg, 1 equiv) and 2-fluoro-5-nitrobenzonitrile (520 mg, 1 equiv) were added, respectively, in one of the two parallel flasks (A and B) and the obtained mixtures were allowed to react at room temperature under magnetic stirring. The course of the reactions was followed by TLC (dichloromethane as ... The reactants are ClC=1C=CC2=C(C(=NCC=3N2C(=NN3)CCl)C3=C(C=CC=C3F)F)C1 (8-chloro-1-(chloromethyl)-6-(2,6-difluorophenyl)-4H-s-triazolo[4,3-a][1,4]-benzodiazepine), [I-].[K+] (potassium iodide), CC=CCN (methylallylamine). Run in O1CCCC1 (tetrahydrofuran). Yields the product ClC=1C=CC2=C(C(=NCC=3N2C(=NN3)CNCCC=C)C3=C(C=CC=C3F)F)C1 (8-chloro-1-[(allylmethylamino)methyl]-6-(2,6-difluorophenyl)-4H-s-triazolo-[4,3-a][1,4]benzodiazepine). Reaction SMILES: [Cl:1][C:2]1[CH:3]=[CH:4][C:5]2[N:11]3[C:12]([CH2:15]Cl)=[N:13][N:14]=[C:10]3[CH2:9][N:8]=[C:7]([C:17]3[C:22]([F:23])=[CH:21][CH:20]=[CH:19][C:18]=3[F:24])[C:6]=2[CH:25]=1.[I-].[K+].[CH3:28][CH:29]=[CH:30][CH2:31][NH2:32]>O1CCCC1>[Cl:1][C:2]1[CH:3]=[CH:4][C:5]2[N:11]3[C:12]([CH2:15][NH:32][CH2:31][CH2:30][CH:29]=[CH2:28])=[N:13][N:14]=[C:10]3[CH2:9][N:8]=[C:7]([C:17]3[C:22]([F:23])=[CH:21][CH:20]=[CH:19][C:18]=3[F:24])[C:6]=2[CH:25]=1 |f:1.2|. Reported procedure: In the manner given in Example 32, 8-chloro-1-(chloromethyl)-6-(2,6-difluorophenyl)-4H-s-triazolo[4,3-a][1,4]-benzodiazepine, potassium iodide, and methylallylamine in tetrahydrofuran are reacted to give 8-chloro-1-[(allylmethylamino)methyl]-6-(2,6-difluorophenyl)-4H-s-triazolo-[4,3-a][1,4]benzodiazepine. Starting materials: BrC=1C=C(C=C(C1)OC)NC(CCl)=O (N-(3-bromo-5-methoxyphenyl)-2-chloroacetamide), COC=1C=C(C=CC1OC)CN (3,4-dimethoxybenzenemethanamine). Yields the product BrC=1C=C(C=C(C1)OC)NC(CNCC1=CC(=C(C=C1)OC)OC)=O (N-(3-Bromo-5-methoxyphenyl)-2-[[(3,4-dimethoxyphenyl)methyl]amino]acetamide). As a reaction SMILES: [Br:1][C:2]1[CH:3]=[C:4]([NH:10][C:11](=[O:14])[CH2:12]Cl)[CH:5]=[C:6]([O:8][CH3:9])[CH:7]=1.[CH3:15][O:16][C:17]1[CH:18]=[C:19]([CH2:25][NH2:26])[CH:20]=[CH:21][C:22]=1[O:23][CH3:24]>>[Br:1][C:2]1[CH:3]=[C:4]([NH:10][C:11](=[O:14])[CH2:12][NH:26][CH2:25][C:19]2[CH:20]=[CH:21][C:22]([O:23][CH3:24])=[C:17]([O:16][CH3:15])[CH:18]=2)[CH:5]=[C:6]([O:8][CH3:9])[CH:7]=1. Procedure: In a manner similar to Preparation 12, react N-(3-bromo-5-methoxyphenyl)-2-chloroacetamide with 3,4-dimethoxybenzenemethanamine to obtain the title compound. Reactants: C(C1=CC=NC=C1)(=O)C1CC(CCC1=O)C(=O)OC (methyl 3-isonicotinoyl-4-oxocyclohexanecarboxylate), TEA, C(C)(C)(C)NN (t-Butyl hydrazine). Run in C(C)O (ethanol). Conditions: time 8 hour. Yields the product C(C)(C)(C)N1N=C(C=2CC(CCC12)C(=O)OC)C1=CC=NC=C1 (methyl 1-tert-butyl-3-(pyridin-4-yl)-4,5,6,7-tetrahydro-1H-indazole-5-carboxylate). The yield is 85.4%. As a reaction SMILES: [C:1]([CH:9]1[C:14](=O)[CH2:13][CH2:12][CH:11]([C:16]([O:18][CH3:19])=[O:17])[CH2:10]1)(=O)[C:2]1[CH:7]=[CH:6][N:5]=[CH:4][CH:3]=1.[C:20]([NH:24][NH2:25])([CH3:23])([CH3:22])[CH3:21]>C(O)C>[C:20]([N:24]1[C:14]2[CH2:13][CH2:12][CH:11]([C:16]([O:18][CH3:19])=[O:17])[CH2:10][C:9]=2[C:1]([C:2]2[CH:7]=[CH:6][N:5]=[CH:4][CH:3]=2)=[N:25]1)([CH3:23])([CH3:22])[CH3:21]. Procedure details: To a mixture of methyl 3-isonicotinoyl-4-oxocyclohexanecarboxylate (6.3 g, 24.3 mmol) and TEA (10.15 ml) in ethanol was added t-Butyl hydrazine (6.4 g, 73 mmol). The reaction mixture was stirred at room temperature for overnight. The solvent was removed under vacuum and DCM (50 ml) was added, followed by water (50 ml). The organic layer was collected, washed with brine and dried over sodium sulfate. Removal of solvent gave the desired product (6.5 g). LC-MS found 314.2 (M+H)